This data is from the Open Reaction Database (ORD), a public repository of structured organic reaction records. The task is: describe an organic reaction: reactants, conditions, products, and yield Reaction SMILES: N1CCC(N)CC1.[N+:8]([C:11]1[CH:24]=[CH:23][C:14]([CH2:15][N:16]2[CH2:21][CH2:20][CH:19]([NH2:22])[CH2:18][CH2:17]2)=[CH:13][CH:12]=1)([O-])=O>CO.[Rh]>[NH2:8][C:11]1[CH:12]=[CH:13][C:14]([CH2:15][N:16]2[CH2:17][CH2:18][CH:19]([NH2:22])[CH2:20][CH2:21]2)=[CH:23][CH:24]=1. Starting materials: [N+](=O)([O-])C1=CC=C(CN2CCC(CC2)N)C=C1 (1-(4-nitro-benzyl)-piperidin-4-ylamine), [N+](=O)([O-])C1=CC=C(CN2CCC(CC2)N)C=C1 (1-(4-nitrobenzyl)-piperidin-4-ylamine), 21a2, N1CCC(CC1)N (piperidin-4-ylamine), Compound 1n2. The product is NC1=CC=C(CN2CCC(CC2)N)C=C1 (1-(4-amino-benzyl)-piperidin-4-ylamine), 21a. Run at time 2 hour. Procedure: Using the procedure of Example 1, piperidin-4-ylamine Compound 21a1 was used in place of Compound 1n2 and carried forward to prepare 1-(4-nitro-benzyl)-piperidin-4-ylamine Compound 21a2. 5% Rh/C (350 mg) was added to a solution of 1-(4-nitrobenzyl)-piperidin-4-ylamine Compound 21a2 (647 mg, 2.75 mmol) in methanol (15 mL). The mixture was hydrogenated at 50 PSI for a period of 2 hrs, then filtered through Celite. The filtrate was evaporated in vacuo to give 1-(4-amino-benzyl)-piperidin-4-ylamine ... Solvent: CO (methanol). Reagents/catalysts: [Rh] (Rh/C). Reactants: C(C)(C)NC1=CC=CC=C1 (N-isopropylaniline), C(=O)(Cl)Cl (phosgene). Run in C1=CC=CC=C1 (benzene). Product: C1(=CC=CC=C1)N(C(=O)Cl)C(C)C (Phenyl Isopropyl Carbamoyl Chloride). RXN SMILES: [CH:1]([NH:4][C:5]1[CH:10]=[CH:9][CH:8]=[CH:7][CH:6]=1)([CH3:3])[CH3:2].[C:11](Cl)([Cl:13])=[O:12]>C1C=CC=CC=1>[C:5]1([N:4]([CH:1]([CH3:3])[CH3:2])[C:11]([Cl:13])=[O:12])[CH:10]=[CH:9][CH:8]=[CH:7][CH:6]=1. Reported procedure: A solution of N-isopropylaniline (30 g) in dry benzene (150 ml) was cooled to 5°-10° C and phosgene passed therethrough slowly for 11/2 hours. The mixture was refluxed for 1 hour to remove excess phosgene, cooled and the amine hydrochloride was filtered off. The solvent was evaporated and the residue recrystallised from benzene-petroleum ether 1:1, giving 21.6 g, m.p. 89°-90° C. Starting materials: O=C([O-])[O-], CCOC(=O)C(NC(=O)CCl)C(=O)OCC, CC(C)=O, [Cl-], Cl, [K+], [K+], O=N[O-], Nc1ccc(Cl)cc1C(=O)c1ccccc1, [Na+], [Na+], O, c1ccccc1. Product: CCOC(=O)C(N=Nc1ccc(Cl)cc1C(=O)c1ccccc1)(NC(=O)CCl)C(=O)OCC. Reaction SMILES: [C:38](=[O:39])([O-:40])[O-:41].[CH2:22]([CH3:23])[O:24][C:25]([CH:26]([C:27](=[O:28])[O:29][CH2:30][CH3:31])[NH:32][C:33]([CH2:34][Cl:35])=[O:36])=[O:37].[CH3:46][C:47](=[O:48])[CH3:49].[Cl-:45].[ClH:17].[K+:42].[K+:43].[N:18]([O-:19])=[O:20].[NH2:1][c:2]1[c:3]([C:4](=[O:5])[c:6]2[cH:7][cH:8][cH:9][cH:10][cH:11]2)[cH:12][c:13]([Cl:16])[cH:14][cH:15]1.[Na+:21].[Na+:44].[OH2:50].[cH:51]1[cH:52][cH:53][cH:54][cH:55][cH:56]1>>[N:1]([c:2]1[c:3]([C:4](=[O:5])[c:6]2[cH:7][cH:8][cH:9][cH:10][cH:11]2)[cH:12][c:13]([Cl:16])[cH:14][cH:15]1)=[N:18][C:26]([C:25]([O:24][CH2:22][CH3:23])=[O:37])([C:27](=[O:28])[O:29][CH2:30][CH3:31])[NH:32][C:33]([CH2:34][Cl:35])=[O:36]. The reactants are [OH-].[K+] (potassium hydroxide), Cl (HCl), N(=[N+]=[N-])C(CC1=CC=NC=C1)C1=C(C(=CC=C1)Cl)Cl (4-(2-Azido-2-(2,3-dichlorophenyl)ethyl)pyridine), ClC1=C(C=CC2=CC=NC=C2)C=CC=C1Cl (4-(2,3-dichlorostyryl)pyridine), C1(=CC=CC=C1)P(C1=CC=CC=C1)C1=CC=CC=C1 (triphenylphosphine). The solvent is O (water), C1CCOC1 (THF). Reaction conditions: time 15 minute. Product: ClC1=C(C=CC=C1Cl)C(CC1=CC=NC=C1)N (1-(2,3-Dichlorophenyl)-2-(pyridin-4-yl)ethanamine). Isolated yield 61.1%. RXN SMILES: [N:1]([CH:4]([C:12]1[CH:17]=[CH:16][CH:15]=[C:14]([Cl:18])[C:13]=1[Cl:19])[CH2:5][C:6]1[CH:11]=[CH:10][N:9]=[CH:8][CH:7]=1)=[N+]=[N-].ClC1C(Cl)=CC=CC=1C=CC1C=CN=CC=1.C1(P(C2C=CC=CC=2)C2C=CC=CC=2)C=CC=CC=1.[OH-].[K+].Cl>C1COCC1.O>[Cl:19][C:13]1[C:14]([Cl:18])=[CH:15][CH:16]=[CH:17][C:12]=1[CH:4]([NH2:1])[CH2:5][C:6]1[CH:7]=[CH:8][N:9]=[CH:10][CH:11]=1 |f:3.4|. Reported procedure: A mixture of (8) (81% pure, 3.82 g, 10.6 mmol) and (9) in THF (30 mL) was added triphenylphosphine (2.86 g, 10.9 mmol) at room temperature. After the solution was stirred for 15 minutes, potassium hydroxide (0.61 g, 10.9 mmol) in water (6 mL) was added. The resulting mixture was stirred at room temperature overnight. The mixture was acidified to pH ˜3 with HCl (2M). The aqueous layer was washed numerous times with diethyl ether, and basified to pH>7 with NaOH (2M). The basic layer was extracted ... Starting materials: BrC=1C(=NN(C1CCCCCl)C)C#N (4-bromo-5-(4-chlorobutyl)-1-methyl-1H-pyrazole-3-carbonitrile), Cl.NC1=C(C=CC=C1)B(O)O (2-aminophenylboronic acid hydrochloride). Reaction conditions: temperature 115 celsius. The product is Cl.ClCCCCC=1N(N=C2C(=NC=3C=CC=CC3C21)N)C (1-(4-chlorobutyl)-2-methyl-2H-pyrazolo[3,4-c]quinolin-4-amine hydrochloride). RXN SMILES: Br[C:2]1[C:3]([C:13]#[N:14])=[N:4][N:5]([CH3:12])[C:6]=1[CH2:7][CH2:8][CH2:9][CH2:10][Cl:11].Cl.[NH2:16][C:17]1[CH:22]=[CH:21][CH:20]=[CH:19][C:18]=1B(O)O>>[ClH:11].[Cl:11][CH2:10][CH2:9][CH2:8][CH2:7][C:6]1[N:5]([CH3:12])[N:4]=[C:3]2[C:2]=1[C:22]1[CH:21]=[CH:20][CH:19]=[CH:18][C:17]=1[N:16]=[C:13]2[NH2:14] |f:1.2,3.4|. Reported procedure: The method described in Part F of Example 46 was used to couple 4-bromo-5-(4-chlorobutyl)-1-methyl-1H-pyrazole-3-carbonitrile (16.0 g, 60.0 mmol) and 2-aminophenylboronic acid hydrochloride (20.8 g, 0.120 mol). After the mixture was heated at 115° C. for 24 hours, it was cooled to ambient temperature and filtered through a plug of silica gel (eluting with 3:2 chloroform/methanol). The filtrate was concentrated under reduced pressure and dissolved in ethanol (300 mL). Hydrogen chloride (45 mL of ...